Dataset: the Open Reaction Database (ORD), a public repository of structured organic reaction records. Task: describe an organic reaction: reactants, conditions, products, and yield The reactants are NC1=CC=C(C(=O)N2C3=C(CC4=C(C2)C=CC=C4)C=CC=C3)C=C1 (5-(4-aminobenzoyl)-6,11-dihydro-5H-dibenz[b,e]azepine), CC1=C(C(=O)Cl)C=C(C=C1)C (2,5-dimethylbenzoyl chloride). The solvent is ClCCl (dichloromethane). Yields the product C1=CC=CC=2N(CC3=C(CC21)C=CC=C3)C(=O)C3=CC=C(C=C3)NC(C3=C(C=CC(=C3)C)C)=O (N-[4-[(6,11-Dihydro-5H-dibenz[b,e]azepin-5-yl)carbonyl]phenyl]-2,5-dimethylbenzamide). Isolated yield 64.2%. Reaction SMILES: [NH2:1][C:2]1[CH:24]=[CH:23][C:5]([C:6]([N:8]2[CH2:14][C:13]3[CH:15]=[CH:16][CH:17]=[CH:18][C:12]=3[CH2:11][C:10]3[CH:19]=[CH:20][CH:21]=[CH:22][C:9]2=3)=[O:7])=[CH:4][CH:3]=1.[CH3:25][C:26]1[CH:34]=[CH:33][C:32]([CH3:35])=[CH:31][C:27]=1[C:28](Cl)=[O:29]>ClCCl>[CH:19]1[C:10]2[CH2:11][C:12]3[CH:18]=[CH:17][CH:16]=[CH:15][C:13]=3[CH2:14][N:8]([C:6]([C:5]3[CH:4]=[CH:3][C:2]([NH:1][C:28](=[O:29])[C:27]4[CH:31]=[C:32]([CH3:35])[CH:33]=[CH:34][C:26]=4[CH3:25])=[CH:24][CH:23]=3)=[O:7])[C:9]=2[CH:22]=[CH:21][CH:20]=1. Procedure: As described for Example 9, 0.471 g (1.5 mmol) of 5-(4-aminobenzoyl)-6,11-dihydro-5H-dibenz[b,e]azepine is reacted with 0.303 g (1.8 mmol) of 2,5-dimethylbenzoyl chloride in 10 ml of dichloromethane. The product is recrystallized from dichloromethane-hexane to give 0.43 g of crystals, m.p. 213°-216° C. Anal. Calc'd for C30H26N2O2 : C,80.7; H,5.9; N,6.3. Found: C,80.0; H,5.9; N,6.1. The reactants are [N+](=O)([O-])C=1C=C(C(=O)C=2N(C=CC2)C)C=CC1 (2-(3-nitrobenzoyl)-1-methylpyrrole), C(#N)[BH3-].[Na+] (sodium cyanoborohydride). The reagents and catalysts are [I-].[Zn+2].[I-] (zinc iodide). Solvent: ClCCCl (1,2-dichloroethane). Yields the product CN1C(=CC=C1)CC=1C=C(C=CC1)[N+](=O)[O-] (3-(1-methylpyrrol-2-ylmethyl) nitrobenzene). Isolated yield 75.7%. RXN SMILES: [N+:1]([C:4]1[CH:5]=[C:6]([CH:15]=[CH:16][CH:17]=1)[C:7]([C:9]1[N:10]([CH3:14])[CH:11]=[CH:12][CH:13]=1)=O)([O-:3])=[O:2].C([BH3-])#N.[Na+]>[I-].[Zn+2].[I-].ClCCCl>[CH3:14][N:10]1[CH:11]=[CH:12][CH:13]=[C:9]1[CH2:7][C:6]1[CH:5]=[C:4]([N+:1]([O-:3])=[O:2])[CH:17]=[CH:16][CH:15]=1 |f:1.2,3.4.5|. Procedure: A mixture of 2-(3-nitrobenzoyl)-1-methylpyrrole (5.0 g, 21.7 mmol) [prepared as in Example 8, Step (a)], zinc iodide (10.38 g, 32.5 mmol), sodium cyanoborohydride (10.22 g, 162.7 mmol), and 1,2-dichloroethane (300 ml) was refluxed for 16 h. The reaction mixture was cooled to room temperature, filtered through Celite®, and then concentrated to dryness. Purification of the residue on a Florisil® column (hexane-acetone, 98:1) gave 3-(1-methylpyrrol-2-ylmethyl) nitrobenzene (3.55 g, 75%) as a solid.... Starting materials: BrC1=CC(=C(C=C1)O)C(C1=CC=CC=C1)NCC1=CC=C(C=C1)OC (4-Bromo-2-[(4-methoxy-benzylamino)-phenyl-methyl]-phenol), ceric ammonium nitrate, S(=O)(=O)([O-])S(=O)[O-].[Na+].[Na+] (sodium pyrosulfite). The solvent is C(C)#N (acetonitrile). Conditions: time 2 hour. The product is BrC=1C=CC2=C(C(NC(O2)=O)C2=CC=CC=C2)C1 (6-Bromo-4-phenyl-3,4-dihydro-benzo[e][1,3]oxazin-2-one). RXN SMILES: [Br:1][C:2]1[CH:7]=[CH:6][C:5]([OH:8])=[C:4]([CH:9]([NH:16][CH2:17]C2C=CC(OC)=CC=2)[C:10]2[CH:15]=[CH:14][CH:13]=[CH:12][CH:11]=2)[CH:3]=1.S(S([O-])=O)([O-])(=O)=[O:27].[Na+].[Na+]>C(#N)C>[Br:1][C:2]1[CH:7]=[CH:6][C:5]2[O:8][C:17](=[O:27])[NH:16][CH:9]([C:10]3[CH:11]=[CH:12][CH:13]=[CH:14][CH:15]=3)[C:4]=2[CH:3]=1 |f:1.2.3|. Procedure: 4-Bromo-2-[(4-methoxy-benzylamino)-phenyl-methyl]-phenol (0.30 g, 0.693 mmol) is slurried in acetonitrile (3 mL). An aqueous solution of ceric ammonium nitrate (1.15 g, 2.10 mmol) is slowly added dropwise at room temperature. The reaction mixture is shaken at room temperature for 2 hours. The mixture is poured into an aqueous solution of sodium pyrosulfite and left for half an hour. The aqueous phase is exhaustively extracted with ethyl acetate. The combined organic phases were dried over magnes... Reactants: C(=O)(O)C=1OC(=CC1)CN1C(NC(C2=CC=CC=C12)=O)=O (1-((2-carboxy-furan-5-yl)methyl)quinazoline-2,4(1H,3H)-dione), N1C(NC(C2=CC=CC=C12)=O)=O (quinazoline-2,4(1H,3H)-dione), ClCC1=CC=C(O1)C(=O)OCC (ethyl 5-(chloromethyl)furan-2-carboxylate), COC(=O)C=1C=C(CN2C(NC(C3=CC=CC=C23)=O)=O)C=CC1 (1-(3-Methoxycarbonylbenzyl)quinazoline-2,4(1H,3H)-dione), substituted piperazine, compound. Yields the product ClC1=C(C=C(CN2C(NC(C3=CC=CC=C23)=O)=O)C=C1)C(=O)N1CCN(CC1)C(=O)C1CCCCC1 (1-(4-Chloro-3-(4-(cyclohexylcarbonyl)piperazine-1-carbonyl)benzyl)quinazoline-2,4(1H,3H)-dione). Reaction SMILES: C([C:4]1[O:5][C:6]([CH2:9][N:10]2[C:19]3[C:14](=[CH:15][CH:16]=[CH:17][CH:18]=3)[C:13](=[O:20])[NH:12][C:11]2=[O:21])=[CH:7][CH:8]=1)(O)=O.N1[C:31]2[C:26](=[CH:27][CH:28]=[CH:29][CH:30]=2)[C:25](=[O:32])[NH:24][C:23]1=O.[Cl:34][CH2:35][C:36]1OC(C(OCC)=O)=C[CH:37]=1.COC(C1C=[C:52](C=CC=1)[CH2:53][N:54]1C2C(=CC=CC=2)C(=O)N[C:55]1=O)=O>>[Cl:34][C:35]1[CH:36]=[CH:37][C:6]([CH2:9][N:10]2[C:19]3[C:14](=[CH:15][CH:16]=[CH:17][CH:18]=3)[C:13](=[O:20])[NH:12][C:11]2=[O:21])=[CH:7][C:8]=1[C:4]([N:54]1[CH2:53][CH2:52][N:24]([C:25]([CH:26]2[CH2:31][CH2:30][CH2:29][CH2:28][CH2:27]2)=[O:32])[CH2:23][CH2:55]1)=[O:5]. Reported procedure: The following compounds were prepared from 1-((2-carboxy-furan-5-yl)methyl)quinazoline-2,4(1H,3H)-dione (prepared from quinazoline-2,4(1H,3H)-dione and ethyl 5-(chloromethyl)furan-2-carboxylate using a procedure similar to those described for the synthesis of compounds of Example 1 and 2), and the corresponding substituted piperazine using a procedure similar to those described for the synthesis of compound of Example 3. Reactants: CN([C@@H]1CN(CC1)C(=O)[C@H]1N(C[C@H](C1)SCC1=CC=C(C=C1)OC)C(=O)OCC1=CC=C(C=C1)[N+](=O)[O-])C ((2S,4S)-2-[(3S)-3-dimethylamino-1-pyrrolidinylcarbonyl]-4-(4-methoxybenzylthio)-1-(4-nitrobenzyloxycarbonyl)pyrrolidine), FC(C(=O)O)(F)F (trifluoroacetic acid), FC(S(=O)(=O)O)(F)F (trifluoromethanesulfonic acid). Run in C1(=CC=CC=C1)OC (anisole). Run at time 1 hour. Product: FC(S(=O)(=O)O)(F)F.CN([C@@H]1CN(CC1)C(=O)[C@H]1N(C[C@H](C1)S)C(=O)OCC1=CC=C(C=C1)[N+](=O)[O-])C ((2S,4S)2-[(3S)-3-Dimethylamino-1-pyrrolidinylcarbonyl]-4-mercapto-1-(4-nitrobenzyloxycarbonyl)-pyrrolidine trifluoromethanesulfonate). As a reaction SMILES: [CH3:1][N:2]([CH3:38])[C@H:3]1[CH2:7][CH2:6][N:5]([C:8]([C@@H:10]2[CH2:14][C@H:13]([S:15]CC3C=CC(OC)=CC=3)[CH2:12][N:11]2[C:25]([O:27][CH2:28][C:29]2[CH:34]=[CH:33][C:32]([N+:35]([O-:37])=[O:36])=[CH:31][CH:30]=2)=[O:26])=[O:9])[CH2:4]1.FC(F)(F)C(O)=O.[F:46][C:47]([F:53])([F:52])[S:48]([OH:51])(=[O:50])=[O:49]>C1(OC)C=CC=CC=1>[F:46][C:47]([F:53])([F:52])[S:48]([OH:51])(=[O:50])=[O:49].[CH3:1][N:2]([CH3:38])[C@H:3]1[CH2:7][CH2:6][N:5]([C:8]([C@@H:10]2[CH2:14][C@H:13]([SH:15])[CH2:12][N:11]2[C:25]([O:27][CH2:28][C:29]2[CH:30]=[CH:31][C:32]([N+:35]([O-:37])=[O:36])=[CH:33][CH:34]=2)=[O:26])=[O:9])[CH2:4]1 |f:4.5|. Procedure details: 845 mg of (2S,4S)-2-[(3S)-3-dimethylamino-1-pyrrolidinylcarbonyl]-4-(4-methoxybenzylthio)-1-(4-nitrobenzyloxycarbonyl)pyrrolidine [prepared as described in step (1) above] were suspended in 1.7 ml of anisole, and 8.5 ml of trifluoroacetic acid and 0.28 ml of trifluoromethanesulfonic acid were added to the resulting suspension, whilst ice-cooling, after which the mixture was stirred at room temperature for 1 hour. The cycle comprising removing the solvent by evaporation under reduced pressure, wa... Starting materials: crude product, FC1=CCC(CC1)[C@@H]1CC[C@H](CC1)C(=O)O (1-fluoro-4-(trans-4-carboxycyclohexyl)cyclohex-l-ene), FC1=C(C(=CC(=C1)CCC)F)O (2,6-difluoro-4-propylphenol), CN(C)C1=NC=CC=C1 (dimethylaminopyridine), C1(CCCCC1)N=C=NC1CCCCC1 (dicyclohexyl-carbodiimide). Solvent: C(Cl)Cl (methylene chloride), C(Cl)Cl (methylene chloride). Conditions: time 30 minute. Yields the product FC1=C(C(=CC(=C1)CCC)F)OC(=O)[C@@H]1CC[C@H](CC1)C1CC=C(CC1)F (trans-4-(1-fluoro-cyclohex- 1 -en-4-yl)cyclohexanecarboxylic acid 2,6-difluoro-4-propylphenyl ester). Isolated yield 112.9%. Reaction SMILES: [F:1][C:2]1[CH2:7][CH2:6][CH:5]([C@H:8]2[CH2:13][CH2:12][C@H:11]([C:14]([OH:16])=[O:15])[CH2:10][CH2:9]2)[CH2:4][CH:3]=1.[F:17][C:18]1[CH:23]=[C:22]([CH2:24][CH2:25][CH3:26])[CH:21]=[C:20]([F:27])[C:19]=1O.CN(C1C=CC=CN=1)C.C1(N=C=NC2CCCCC2)CCCCC1>C(Cl)Cl>[F:17][C:18]1[CH:23]=[C:22]([CH2:24][CH2:25][CH3:26])[CH:21]=[C:20]([F:27])[C:19]=1[O:15][C:14]([C@H:11]1[CH2:10][CH2:9][C@H:8]([CH:5]2[CH2:6][CH2:7][C:2]([F:1])=[CH:3][CH2:4]2)[CH2:13][CH2:12]1)=[O:16]. Procedure: The crude product from b), 0.79 g of 1-fluoro-4-(trans-4-carboxycyclohexyl)cyclohex-l-ene, was cooled to 0°C. under nitrogen together with 0.66 g of 2,6-difluoro-4-propylphenol and 60 mg of dimethylaminopyridine in 10 ml of methylene chloride and treated within 45 minutes with a solution of 1.0 g of dicyclohexyl-carbodiimide in 5 ml of methylene chloride. After stirring at room temperature for 30 minutes the white suspension was filtered over a Celite/silica gel pad. The filtrate was evaporated ... Reactants: Cc1[nH]cnc1CCl, CCO, Cl, [Na], O=C1c2ccccc2C(=O)N1O. Yields the product Cc1[nH]cnc1CON1C(=O)c2ccccc2C1=O. Reaction SMILES: [CH3:15][c:16]1[c:17]([CH2:21][Cl:22])[n:18][cH:19][nH:20]1.[CH3:23][CH2:24][OH:25].[ClH:14].[Na:1].[OH:2][N:3]1[C:4](=[O:13])[c:5]2[c:6]([cH:9][cH:10][cH:11][cH:12]2)[C:7]1=[O:8]>>[O:2]([N:3]1[C:4](=[O:13])[c:5]2[c:6]([cH:9][cH:10][cH:11][cH:12]2)[C:7]1=[O:8])[CH2:21][c:17]1[c:16]([CH3:15])[nH:20][cH:19][n:18]1. The reactants are ClC1=CC=C2C(=CNC2=C1)C(=O)N1CCC(CC1)C1=C(C=CC=C1)OC(F)(F)F ((6-chloro-1H-indol-3-yl)-[4-(2-trifluoromethoxy-phenyl)-piperidin-1-yl]-methanone), ClCC(=O)N(C)C (2-chloro-N,N-dimethyl-acetamide). Product: ClC1=CC=C2C(=CN(C2=C1)CC(=O)N(C)C)C(=O)N1CCC(CC1)C1=C(C=CC=C1)OC(F)(F)F (2-{6-Chloro-3-[4-(2-trifluoromethoxy-phenyl)-piperidine-1-carbonyl]-indol-1-yl}-N,N-dimethyl-acetamide). As a reaction SMILES: [Cl:1][C:2]1[CH:10]=[C:9]2[C:5]([C:6]([C:11]([N:13]3[CH2:18][CH2:17][CH:16]([C:19]4[CH:24]=[CH:23][CH:22]=[CH:21][C:20]=4[O:25][C:26]([F:29])([F:28])[F:27])[CH2:15][CH2:14]3)=[O:12])=[CH:7][NH:8]2)=[CH:4][CH:3]=1.Cl[CH2:31][C:32]([N:34]([CH3:36])[CH3:35])=[O:33]>>[Cl:1][C:2]1[CH:10]=[C:9]2[C:5]([C:6]([C:11]([N:13]3[CH2:18][CH2:17][CH:16]([C:19]4[CH:24]=[CH:23][CH:22]=[CH:21][C:20]=4[O:25][C:26]([F:27])([F:28])[F:29])[CH2:15][CH2:14]3)=[O:12])=[CH:7][N:8]2[CH2:31][C:32]([N:34]([CH3:36])[CH3:35])=[O:33])=[CH:4][CH:3]=1. Reported procedure: Analogous to general procedure II, the alkylation of (6-chloro-1H-indol-3-yl)-[4-(2-trifluoromethoxy-phenyl)-piperidin-1-yl]-methanone (prepared herein) with (commercially available) 2-chloro-N,N-dimethyl-acetamide gave the title compound. The reactants are N1(CCCCC1)CCCOC1=CC=C(C=C1)N (4-(3-piperidin-1-yl-propoxy)-phenylamine), ClC=1C=C2C(C(NC2=CC1)=O)=CO (5-chloro-3-hydroxymethylene-1,3-dihydro-indol-2-one). Yields the product ClC=1C=C2C(C(NC2=CC1)=O)=CNC1=CC=C(C=C1)OCCCN1CCCCC1 (5-Chloro-3-{[4-(3-piperidin-1-yl-propoxy)-phenylamino]-methylene}-1,3-dihydro-indol-2-one). The yield is 56.3%. RXN SMILES: [N:1]1([CH2:7][CH2:8][CH2:9][O:10][C:11]2[CH:16]=[CH:15][C:14]([NH2:17])=[CH:13][CH:12]=2)[CH2:6][CH2:5][CH2:4][CH2:3][CH2:2]1.[Cl:18][C:19]1[CH:20]=[C:21]2[C:25](=[CH:26][CH:27]=1)[NH:24][C:23](=[O:28])[C:22]2=[CH:29]O>>[Cl:18][C:19]1[CH:20]=[C:21]2[C:25](=[CH:26][CH:27]=1)[NH:24][C:23](=[O:28])[C:22]2=[CH:29][NH:17][C:14]1[CH:13]=[CH:12][C:11]([O:10][CH2:9][CH2:8][CH2:7][N:1]2[CH2:2][CH2:3][CH2:4][CH2:5][CH2:6]2)=[CH:16][CH:15]=1. Procedure: In a manner similar to that described in Example 231, 4-(3-piperidin-1-yl-propoxy)-phenylamine (550 mg, 1.3 equiv.) and 5-chloro-3-hydroxymethylene-1,3-dihydro-indol-2-one (380 mg, 2.00 mmol, 1 equiv.) are reacted to give the named compound as a yellow solid (464 mg, 58%).